This data is from the Open Reaction Database (ORD), a public repository of structured organic reaction records. The task is: describe an organic reaction: reactants, conditions, products, and yield Reactants: COC([C@@H](N)CC1=CC=C(C=C1)C=1C(N(C(N(C1C)C)=O)C)=O)=O (4-(1,3,6-trimethyl-2,4-dioxo-5-pyrimidinyl)-L-phenylalanine methyl ester), CCCC1=C(C(=O)O)C(=CC=C1)C (2-(2-methylethyl)-6-methylbenzoic acid). The product is CCCC1=C(C(=CC=C1)C)C(=O)N[C@@H](CC1=CC=C(C=C1)C=1C(N(C(N(C1C)C)=O)C)=O)C(=O)O (N-[[2-(2-methylethyl)-6-methylphenyl]carbonyl]-4-(1,3,6-trimethyl-2,4-dioxo-5-pyrimidinyl)-L-phenylalanine). RXN SMILES: C[O:2][C:3](=[O:24])[C@H:4]([CH2:6][C:7]1[CH:12]=[CH:11][C:10]([C:13]2[C:14](=[O:23])[N:15]([CH3:22])[C:16](=[O:21])[N:17]([CH3:20])[C:18]=2[CH3:19])=[CH:9][CH:8]=1)[NH2:5].[CH3:25][CH2:26][CH2:27][C:28]1[CH:36]=[CH:35][CH:34]=[C:33]([CH3:37])[C:29]=1[C:30](O)=[O:31]>>[CH3:25][CH2:26][CH2:27][C:28]1[CH:36]=[CH:35][CH:34]=[C:33]([CH3:37])[C:29]=1[C:30]([NH:5][C@H:4]([C:3]([OH:2])=[O:24])[CH2:6][C:7]1[CH:8]=[CH:9][C:10]([C:13]2[C:14](=[O:23])[N:15]([CH3:22])[C:16](=[O:21])[N:17]([CH3:20])[C:18]=2[CH3:19])=[CH:11][CH:12]=1)=[O:31]. Reported procedure: N-[[2-(2-methylethyl)-6-methylphenyl]carbonyl]-4-(1,3,6-trimethyl-2,4-dioxo-5-pyrimidinyl)-L-phenylalanine was prepared from 4-(1,3,6-trimethyl-2,4-dioxo-5-pyrimidinyl)-L-phenylalanine methyl ester and 2-(2-methylethyl)-6-methylbenzoic acid using the general procedures described in example 7 and was obtained as an amorphous white solid. ES-HRMS m/e calcd for C27H31N3O5 (M+Na) 500.2156, found 500.2160. The reactants are [BH4-].[Na+] (sodium borohydride), [Cl-].[NH4+] (ammonium chloride), C(=O)(N1C=NC=C1)N1C=NC=C1 (1,1′-Carbonyldiimidazole), COC1=C(C=C(C=C1)C1=CC=CC(=N1)C(=O)O)C1C=2C(CC(CC2OC=2CC(CC(C12)=O)(C)C)(C)C)=O (6-[4-Methoxy-3-(3,3,6,6-tetramethyl-1,8-dioxo-2,3,4,5,6,7,8,9-octahydro-1H-xanthen-9-yl)phenyl]pyridine-2-carboxylic acid). Run in O (water), C1CCOC1 (THF). Conditions: temperature 0 celsius, time 30 minute. Product: OCC1=CC=CC(=N1)C=1C(=C(C=CC1)C1C=2C(CC(CC2OC=2CC(CC(C12)=O)(C)C)(C)C)=O)OC (9-{3-[6-(Hydroxymethyl)pyridin-2-yl]-2-methoxyphenyl}-3,3,6,6-tetramethyl-3,4,5,6,7,9-hexahydro-1H-xanthene-1,8(2H)-dione). Isolated yield 78.6%. RXN SMILES: [C:1](N1C=CN=C1)(N1C=CN=C1)=[O:2].CO[C:15]1[CH:20]=[CH:19][C:18]([C:21]2[N:26]=[C:25]([C:27](O)=[O:28])[CH:24]=[CH:23][CH:22]=2)=[CH:17][C:16]=1[CH:30]1[C:43]2[C:42](=[O:44])[CH2:41][C:40]([CH3:46])([CH3:45])[CH2:39][C:38]=2[O:37][C:36]2[CH2:35][C:34]([CH3:48])([CH3:47])[CH2:33][C:32](=[O:49])[C:31]1=2.[BH4-].[Na+].[Cl-].[NH4+]>C1COCC1.O>[OH:28][CH2:27][C:25]1[N:26]=[C:21]([C:18]2[C:17]([O:2][CH3:1])=[C:16]([CH:30]3[C:43]4[C:42](=[O:44])[CH2:41][C:40]([CH3:46])([CH3:45])[CH2:39][C:38]=4[O:37][C:36]4[CH2:35][C:34]([CH3:47])([CH3:48])[CH2:33][C:32](=[O:49])[C:31]3=4)[CH:15]=[CH:20][CH:19]=2)[CH:22]=[CH:23][CH:24]=1 |f:2.3,4.5|. Procedure details: 1,1′-Carbonyldiimidazole (38.8 mg, 0.239 mol) was added to a solution of the 6-[4-methoxy-3-(3,3,6,6-tetramethyl-1,8-dioxo-2,3,4,5,6,7,8,9-octahydro-1H-xanthen-9-yl)phenyl]pyridine-2-carboxylic acid obtained in Example 1-2 (100 mg, 0.199 mmol) in THF (1.0 mL) at room temperature, and the mixture thus obtained was then stirred at the same temperature as above for 30 minutes. Subsequently, the reaction solution was cooled to 0° C., sodium borohydride (7.5 mg, 0.199 mmol) and water (0.1 mL) were th... The reactants are BrCC1=CC=C(C=C1)C(C(F)(F)F)(C(F)(F)F)O (2-(4-(Bromomethyl)phenyl)-1,1,1,3,3,3-hexafluoropropan-2-ol), FC1=C(C=CC(=C1)C(=O)N1CCNCC1)NC(NCC1(CC1)C(=O)N)=O (1-((3-(2-fluoro-4-(piperazine-1-carbonyl)phenyl)ureido)methyl)cyclopropanecarboxamide), C([O-])([O-])=O.[K+].[K+] (potassium carbonate). Run in C(C)#N (acetonitrile). Yields the product FC1=C(C=CC(=C1)C(=O)N1CCN(CC1)CC1=CC=C(C=C1)C(C(F)(F)F)(C(F)(F)F)O)NC(NCC1(CC1)C(=O)N)=O (1-((3-(2-Fluoro-4-(4-(4-(1,1,1,3,3,3-hexafluoro-2-hydroxypropan-2-yl)benzyl)piperazine-1-carbonyl)phenyl)ureido)methyl)cyclopropanecarboxamide). Isolated yield 9.6%. Reaction SMILES: Br[CH2:2][C:3]1[CH:8]=[CH:7][C:6]([C:9]([OH:18])([C:14]([F:17])([F:16])[F:15])[C:10]([F:13])([F:12])[F:11])=[CH:5][CH:4]=1.[F:19][C:20]1[CH:25]=[C:24]([C:26]([N:28]2[CH2:33][CH2:32][NH:31][CH2:30][CH2:29]2)=[O:27])[CH:23]=[CH:22][C:21]=1[NH:34][C:35](=[O:44])[NH:36][CH2:37][C:38]1([C:41]([NH2:43])=[O:42])[CH2:40][CH2:39]1.C(=O)([O-])[O-].[K+].[K+]>C(#N)C>[F:19][C:20]1[CH:25]=[C:24]([C:26]([N:28]2[CH2:33][CH2:32][N:31]([CH2:2][C:3]3[CH:8]=[CH:7][C:6]([C:9]([OH:18])([C:14]([F:17])([F:16])[F:15])[C:10]([F:13])([F:12])[F:11])=[CH:5][CH:4]=3)[CH2:30][CH2:29]2)=[O:27])[CH:23]=[CH:22][C:21]=1[NH:34][C:35](=[O:44])[NH:36][CH2:37][C:38]1([C:41]([NH2:43])=[O:42])[CH2:40][CH2:39]1 |f:2.3.4|. Procedure details: 2-(4-(Bromomethyl)phenyl)-1,1,1,3,3,3-hexafluoropropan-2-ol (0.303 mmol, 102 mg), 1-((3-(2-fluoro-4-(piperazine-1-carbonyl)phenyl)ureido)methyl)cyclopropanecarboxamide (0.303 mmol, 110 mg) and potassium carbonate (0.303 mmol, 42 mg) were stirred in acetonitrile (2 ml) at room temperature for 4 hours. The reaction was concentrated under reduced pressure and the residue obtained was purified by silica chromatography eluting with dichloromethane increasing to dichloromethane:methanol (10%). Further... Starting materials: C1(CC1)COC1(CCC(CC1)(C(=O)O)C1=CC=CC=C1)C1=CC=C(C=C1)F (4-cyclopropylmethoxy-4-(4-fluorophenyl)-1-phenylcyclohexanecarboxylic acid), [OH-].[Na+] (sodium hydroxide). Run in O (water). Reaction conditions: temperature 100 celsius. The product is C1(CC1)COC1(CCC(CC1)(C(=O)[O-])C1=CC=CC=C1)C1=CC=C(C=C1)F.[Na+] (Sodium 4-cyclopropylmethoxy-4-(4-fluorophenyl)-1-phenylcyclohexanecarboxylate). Reaction SMILES: [CH:1]1([CH2:4][O:5][C:6]2([C:21]3[CH:26]=[CH:25][C:24]([F:27])=[CH:23][CH:22]=3)[CH2:11][CH2:10][C:9]([C:15]3[CH:20]=[CH:19][CH:18]=[CH:17][CH:16]=3)([C:12]([OH:14])=[O:13])[CH2:8][CH2:7]2)[CH2:3][CH2:2]1.[OH-].[Na+:29]>O>[CH:1]1([CH2:4][O:5][C:6]2([C:21]3[CH:26]=[CH:25][C:24]([F:27])=[CH:23][CH:22]=3)[CH2:7][CH2:8][C:9]([C:15]3[CH:16]=[CH:17][CH:18]=[CH:19][CH:20]=3)([C:12]([O-:14])=[O:13])[CH2:10][CH2:11]2)[CH2:3][CH2:2]1.[Na+:29] |f:1.2,4.5|. Reported procedure: 185 mg of 4-cyclopropylmethoxy-4-(4-fluorophenyl)-1-phenylcyclohexanecarboxylic acid were treated with 0.5 ml of a 1 M sodium hydroxide solution and 2 ml of water and cautiously heated to 100° C. The solution became clear. The sodium salt crystallized during cooling. It was filtered off with suction and dried. 155 mg of the title compound were obtained as silvery white flakes. Starting materials: FC1=CC=C(C=C1)S(=O)(=O)NC1(CC1)C(=O)O (1-[(4-fluorophenyl)sulfonylamino]cyclopropanecarboxylic acid), CCOC(=O)OC(=O)OCC (DEPC), N1(CCCC1)C1=NC(=CC(=C1)CN)C1=CC=C(C=C1)C(F)(F)F ([2-pyrrolidin-1-yl-6-[4-(trifluoromethyl)phenyl]-4-pyridyl]methanamine). The solvent is C1CCOC1 (THF). Product: FC1=CC=C(C=C1)S(=O)(=O)NC1(CC1)C(=O)NCC1=CC(=NC(=C1)C1=CC=C(C=C1)C(F)(F)F)N1CCCC1 (1-[(4-fluorophenyl)sulfonylamino]-N-[[2-pyrrolidin-1-yl-6-[4-(trifluoromethyl)phenyl]-4-pyridyl]methyl]cyclopropanecarboxamide). Yield: 21.3%. Reaction SMILES: [F:1][C:2]1[CH:7]=[CH:6][C:5]([S:8]([NH:11][C:12]2([C:15]([OH:17])=O)[CH2:14][CH2:13]2)(=[O:10])=[O:9])=[CH:4][CH:3]=1.CCOC(OC(OCC)=O)=O.[N:29]1([C:34]2[CH:39]=[C:38]([CH2:40][NH2:41])[CH:37]=[C:36]([C:42]3[CH:47]=[CH:46][C:45]([C:48]([F:51])([F:50])[F:49])=[CH:44][CH:43]=3)[N:35]=2)[CH2:33][CH2:32][CH2:31][CH2:30]1>C1COCC1>[F:1][C:2]1[CH:3]=[CH:4][C:5]([S:8]([NH:11][C:12]2([C:15]([NH:41][CH2:40][C:38]3[CH:37]=[C:36]([C:42]4[CH:43]=[CH:44][C:45]([C:48]([F:51])([F:49])[F:50])=[CH:46][CH:47]=4)[N:35]=[C:34]([N:29]4[CH2:30][CH2:31][CH2:32][CH2:33]4)[CH:39]=3)=[O:17])[CH2:13][CH2:14]2)(=[O:9])=[O:10])=[CH:6][CH:7]=1. Procedure details: A solution of acid 15C (0.50 g, 1.75 mmol) in THF (25 mL) was added with DEPC (0.34 mL, 1.3 mol eq) and the mixture was stirred at room temperature for 5′. Then [2-pyrrolidin-1-yl-6-[4-(trifluoromethyl)phenyl]-4-pyridyl]methanamine 27A (0.61 g, 1.1 mol eq) and a catalytic amount of TEA were added, then the reaction mixture was stirred at room temperature overnight. The solvent was removed under reduced pressure, water (40 mL) was added to the residue that is extracted with EtOAc (3×25 mL) and wa...